From a dataset of the Open Reaction Database (ORD), a public repository of structured organic reaction records. describe an organic reaction: reactants, conditions, products, and yield Reported procedure: In a similar manner to example 33, a mixture of 3-(1,4-dihydroindeno-[1,2-c]pyrazol-3-yl)phenol (0.20 g) was reacted with ethyl 4-bromobutyrate (0.16 g) to give ethyl 4-[3-(1,4-dihydroindeno-[1,2-c]pyrazol-3-yl)phenoxy]butyrate, m.p. 142-148° C. Starting materials: N1N=C(C2=C1C1=CC=CC=C1C2)C=2C=C(C=CC2)O (3-(1,4-dihydroindeno-[1,2-c]pyrazol-3-yl)phenol), BrCCCC(=O)OCC (ethyl 4-bromobutyrate). The product is N1N=C(C2=C1C1=CC=CC=C1C2)C=2C=C(OCCCC(=O)OCC)C=CC2 (ethyl 4-[3-(1,4-dihydroindeno-[1,2-c]pyrazol-3-yl)phenoxy]butyrate). Reaction SMILES: [NH:1]1[C:5]2[C:6]3[C:11]([CH2:12][C:4]=2[C:3]([C:13]2[CH:14]=[C:15]([OH:19])[CH:16]=[CH:17][CH:18]=2)=[N:2]1)=[CH:10][CH:9]=[CH:8][CH:7]=3.Br[CH2:21][CH2:22][CH2:23][C:24]([O:26][CH2:27][CH3:28])=[O:25]>>[NH:1]1[C:5]2[C:6]3[C:11]([CH2:12][C:4]=2[C:3]([C:13]2[CH:14]=[C:15]([CH:16]=[CH:17][CH:18]=2)[O:19][CH2:21][CH2:22][CH2:23][C:24]([O:26][CH2:27][CH3:28])=[O:25])=[N:2]1)=[CH:10][CH:9]=[CH:8][CH:7]=3. Reactants: CC1=C(OCCCC(=O)N2CCCC3=C(C=CC=C23)C2=CC=C(COC(=O)NCC(=O)OC)C=C2)C=CC=C1C (methyl 2-((4-(1-(4-(2,3-dimethylphenoxy)butanoyl)-1,2,3,4-tetrahydroquinolin-5-yl)benzyloxy)carbonylamino)acetate), Cl.NCC(=O)OC (methyl 2-aminoacetate hydrochloride), Cl.NCCC(=O)OC (methyl 3-aminopropanoate hydrochloride), C(OCC1=CC=C(C=C1)C1=C2CCCN(C2=CC=C1)C(CCCOC1=C(C(=CC=C1)C)C)=O)(OC1=CC=C(C=C1)[N+](=O)[O-])=O (4-(1-(4-(2,3-dimethylphenoxy)butanoyl)-1,2,3,4-tetrahydroquinolin-5-yl)benzyl 4-nitrophenyl carbonate), C(OCC1=NC=C(C=C1)Br)(OC1=CC=C(C=C1)[N+](=O)[O-])=O ((5-bromopyridin-2-yl)methyl 4-nitrophenyl carbonate). Procedure: The title compound was prepared using a procedure analogous to methyl 2-((4-(1-(4-(2,3-dimethylphenoxy)butanoyl)-1,2,3,4-tetrahydroquinolin-5-yl)benzyloxy)carbonylamino)acetate except that 4-(1-(4-(2,3-dimethylphenoxy)butanoyl)-1,2,3,4-tetrahydroquinolin-5-yl)benzyl 4-nitrophenyl carbonate was replaced with (5-bromopyridin-2-yl)methyl 4-nitrophenyl carbonate and methyl 2-aminoacetate hydrochloride was replaced with methyl 3-aminopropanoate hydrochloride. LCMS, [M+H]+=317.0. As a reaction SMILES: CC1C(C)=CC=CC=1OCCCC(N1C2C(=C(C3C=CC(COC(NCC(OC)=O)=O)=CC=3)C=CC=2)CCC1)=O.C(=O)(OC1C=CC([N+]([O-])=O)=CC=1)OCC1C=CC(C2C=CC=C3C=2CCCN3C(=O)CCCOC2C=CC=C(C)C=2C)=CC=1.[C:85](=[O:105])(OC1C=CC([N+]([O-])=O)=CC=1)[O:86][CH2:87][C:88]1[CH:93]=[CH:92][C:91]([Br:94])=[CH:90][N:89]=1.Cl.NCC(OC)=O.Cl.[NH2:114][CH2:115][CH2:116][C:117]([O:119][CH3:120])=[O:118]>>[Br:94][C:91]1[CH:92]=[CH:93][C:88]([CH2:87][O:86][C:85]([NH:114][CH2:115][CH2:116][C:117]([O:119][CH3:120])=[O:118])=[O:105])=[N:89][CH:90]=1 |f:3.4,5.6|. The product is BrC=1C=CC(=NC1)COC(=O)NCCC(=O)OC (Methyl 3-(((5-bromopyridin-2-yl)methoxy)carbonylamino)propanoate). Starting materials: C1CCC12CNCC2NC(OC(C)(C)C)=O ((+/−)-tert-butyl 6-azaspiro[3.4]octan-8-ylcarbamate), C(#N)C1(CC1)C(=O)O (1-cyanocyclopropanecarboxylic acid), C(CCl)Cl (EDC), C=1C=CC2=C(C1)N=NN2O (HOBT), CCN(C(C)C)C(C)C (Hunig's Base). Run in CC(=O)N(C)C (DMA). Run at time 16 hour. Yields the product C(#N)C1(CC1)C(=O)N1CC2(CCC2)C(C1)NC(OC(C)(C)C)=O ((+/−)-tert-Butyl 6-(1-cyanocyclopropanecarbonyl)-6-azaspiro[3.4]octan-8-ylcarbamate). Isolated yield 76.4%. RXN SMILES: [CH2:1]1[C:4]2([CH:8]([NH:9][C:10](=[O:16])[O:11][C:12]([CH3:15])([CH3:14])[CH3:13])[CH2:7][NH:6][CH2:5]2)[CH2:3][CH2:2]1.[C:17]([C:19]1([C:22](O)=[O:23])[CH2:21][CH2:20]1)#[N:18].C(Cl)CCl.C1C=CC2N(O)N=NC=2C=1.CCN(C(C)C)C(C)C>CC(N(C)C)=O>[C:17]([C:19]1([C:22]([N:6]2[CH2:7][CH:8]([NH:9][C:10](=[O:16])[O:11][C:12]([CH3:13])([CH3:15])[CH3:14])[C:4]3([CH2:1][CH2:2][CH2:3]3)[CH2:5]2)=[O:23])[CH2:21][CH2:20]1)#[N:18]. Reported procedure: A solution of (+/−)-tert-butyl 6-azaspiro[3.4]octan-8-ylcarbamate (from Step 1 of Example 318, 0.177 g, 0.783 mmol), 1-cyanocyclopropanecarboxylic acid (0.104 g, 0.939 mmol), EDC (0.300 g, 1.565 mmol), HOBT (0.144 g, 0.939 mmol), and Hunig's Base (0.547 mL, 3.13 mmol) in DMA (7.67 mL) was stirred @ r. t. under N2 for 16 hrs. +/−MS analysis after 16 hrs indicated that the reaction had proceeded essentially to completion and no starting material was detected. The volatiles were removed under high ... Reactants: C(C(=C)C)(=O)OCCCC (butyl methacrylate), C1CN1P(=O)(NC(=O)C2=CC=CC=C2I)N3CC3 (A-103). Run in O (water). Reaction conditions: time 30 minute. The product is C=CC1=CC=CC=C1 (styrene), C(C(=C)C)(=O)OC (methyl methacrylate). Reaction SMILES: C1N(P(N2CC2)(N[C:7]([C:9]2[C:14](I)=[CH:13][CH:12]=[CH:11][CH:10]=2)=O)=O)C1.[C:19]([O:24][CH2:25]CCC)(=[O:23])[C:20]([CH3:22])=[CH2:21]>O>[CH2:19]=[CH:7][C:9]1[CH:10]=[CH:11][CH:12]=[CH:13][CH:14]=1.[C:19]([O:24][CH3:25])(=[O:23])[C:20]([CH3:22])=[CH2:21]. Procedure: 50 g of deionized water and 211 g of Aerosol A-103 (34% solid content) are mixed in a 3 liter, four-neck resin kettle and mechanically stirred for 30 minutes under the atmosphere of nitrogen gases. The monomer mixture is obtained by the addition of 585 g of styrene 225 g of butyl methacrylate, and 90 g of methyl methacrylate in a 2 liter Erlermeyer flask with magnetic stirring. 168 g this monomer mixture is then slowly added into the 3 liter resin kettle within a one hour period through a 250 ml... The reactants are S(O)(O)(=O)=O (sulphuric acid), C1(=CC=C(C=C1)S(=O)(=O)O)C (p-toluene sulphonic acid), S(O)(O)(=O)=O (sulphuric acid), FC1=CC=C(C(=O)CCCC(=O)O)C=C1 (4-(4-fluoro-benzoyl)-butyric acid), C(=O)(O)[O-].[Na+] (NaHCO3), [OH-].[K+] (potassium hydroxide), ester. Run in ClCCl (dichloromethane), C(CO)O (ethylene glycol), O (water), O (water), CO (methanol). Yields the product FC1=CC=C(C=C1)C1(OCCO1)CCCC(=O)O (4-[2-(4-fluoro-phenyl)-[1,3]dioxolane-2-yl]-butyric acid). As a reaction SMILES: S(=O)(=O)(O)O.[C:6]1([CH3:16])C=CC(S(O)(=O)=O)=CC=1.[F:17][C:18]1[CH:31]=[CH:30][C:21]([C:22]([CH2:24][CH2:25][CH2:26][C:27]([OH:29])=[O:28])=[O:23])=[CH:20][CH:19]=1.C([O-])(O)=[O:33].[Na+].[OH-].[K+]>ClCCl.CO.C(O)CO.O>[F:17][C:18]1[CH:19]=[CH:20][C:21]([C:22]2([CH2:24][CH2:25][CH2:26][C:27]([OH:29])=[O:28])[O:33][CH2:6][CH2:16][O:23]2)=[CH:30][CH:31]=1 |f:3.4,5.6|. Procedure details: In an inert water-free solvent, e.g. in dichloromethane in the presence of a strong acid, e.g. conc. sulphuric acid or p-toluene sulphonic acid, preferably conc. sulphuric acid and water-binding auxiliary material, e.g. trimethyl-ortho-formiate 4-(4-fluor-benzoil)-butyric acid (II) is reacted in one step with ethylene glycol at a 20-25° C. temperature. The reaction is stopped with addition of a base, e.g. NaHCO3. The solvent is changed to an alcoholic one, preferably to methanol, and the formed ... Reactants: BrBr (bromine), [OH-].[Na+] (sodium hydroxide), COC(=O)C12CCC(CC1)(CC2)C(=O)O (4-(methoxycarbonyl)bicyclo[2.2.2]octane-1-carboxylic acid). Reagents/catalysts: COC(=O)C12CCC(CC1)(CC2)C(=O)O[Ag] ((4-(methoxycarbonyl)-bicyclo[2.2.2]octane-1-carbonyloxy)silver), [N+](=O)([O-])[O-].[Ag+] (silver nitrate). Run in O (water), CC(=O)C (acetone), CCCCCC (hexane). Reaction conditions: time 30 minute. The product is BrC12CCC(CC1)(CC2)C(=O)OC (Methyl 4-bromobicyclo[2.2.2]octane-1-carboxylate). Yield: 353.4%. Reaction SMILES: [CH3:1][O:2][C:3]([C:5]12[CH2:12][CH2:11][C:8](C(O)=O)([CH2:9][CH2:10]1)[CH2:7][CH2:6]2)=[O:4].[OH-].[Na+].[Br:18]Br>CC(C)=O.O.CCCCCC.[N+]([O-])([O-])=O.[Ag+].COC(C12CCC(C(O[Ag])=O)(CC1)CC2)=O>[Br:18][C:8]12[CH2:11][CH2:12][C:5]([C:3]([O:2][CH3:1])=[O:4])([CH2:10][CH2:9]1)[CH2:6][CH2:7]2 |f:1.2,7.8|. Reported procedure: To a suspension of 4-(methoxycarbonyl)bicyclo[2.2.2]octane-1-carboxylic acid (11.0 g, 51.8 mmol) in acetone (80 mL) was added 1 M aqueous sodium hydroxide solution (51.8 mL, 51.8 mmol). Then a solution of silver nitrate (8.8 g, 51.9 mol) in water (10 mL) was added. The formed precipitate was collected by filtration, washed with water, acetone and diethyl ether and dried in vacuo at 115° C. for 4 h. The obtained (4-(methoxycarbonyl)-bicyclo[2.2.2]octane-1-carbonyloxy)silver (15.3 g, 47.9 mmol) wa... Reactants: ClC1=CC2=C(NC(C3=C(N2)C=CC=C3)=S)C=C1 (7-chloro-5,10-dihydro-11H-dibenzo[b,e][1,4]diazepine-11-thione), COC(CN)OC (aminoacetaldehyde dimethyl acetal). Solvent: C(CCC)O (n-butanol). Yields the product COC(CNC=1C2=C(NC3=C(N1)C=CC(=C3)Cl)C=CC=C2)OC (7-chloro-[(5H-dibenzo[b,e][1,4]diazepin-11-yl)amino]-acetaldehyde dimethyl acetal). Reaction SMILES: [Cl:1][C:2]1[CH:17]=[CH:16][C:5]2[NH:6][C:7](=S)[C:8]3[CH:14]=[CH:13][CH:12]=[CH:11][C:9]=3[NH:10][C:4]=2[CH:3]=1.[CH3:18][O:19][CH:20]([O:23][CH3:24])[CH2:21][NH2:22]>C(O)CCC>[CH3:18][O:19][CH:20]([O:23][CH3:24])[CH2:21][NH:22][C:7]1[C:8]2[CH:14]=[CH:13][CH:12]=[CH:11][C:9]=2[NH:10][C:4]2[CH:3]=[C:2]([Cl:1])[CH:17]=[CH:16][C:5]=2[N:6]=1. Reported procedure: In the manner given in Example 1, 7-chloro-5,10-dihydro-11H-dibenzo[b,e][1,4]diazepine-11-thione is treated with aminoacetaldehyde dimethyl acetal in n-butanol to give 7-chloro-[(5H-dibenzo[b,e][1,4]diazepin-11-yl)amino]-acetaldehyde dimethyl acetal. The reactants are ClC1=CC=C(C=C1)C1=CC=C(C=C1)N (4′-chlorobiphenyl-4-ylamine), C1CCC(CC1)N=C=NC2CCCCC2 (DCC), C(C#C)(=O)O (propynoic acid). Run in ClCCl (dichloromethane), ClCCl (dichloromethane), ClCCl (dichloromethane). Conditions: time 30 minute. Yields the product ClC1=CC=C(C=C1)C1=CC=C(C=C1)NC(C#C)=O (Propynoic acid-(4′-chlorobiphenyl-4-yl)amide). RXN SMILES: C1CCC(N=C=NC2CCCCC2)CC1.[C:16]([OH:20])(=O)[C:17]#[CH:18].[Cl:21][C:22]1[CH:27]=[CH:26][C:25]([C:28]2[CH:33]=[CH:32][C:31]([NH2:34])=[CH:30][CH:29]=2)=[CH:24][CH:23]=1>ClCCl>[Cl:21][C:22]1[CH:23]=[CH:24][C:25]([C:28]2[CH:33]=[CH:32][C:31]([NH:34][C:16](=[O:20])[C:17]#[CH:18])=[CH:30][CH:29]=2)=[CH:26][CH:27]=1. Reported procedure: 36 mL of a 1 molar DCC solution in dichloromethane is added dropwise at −10° C. to a solution of 4.9 g (70 mmol) of propynoic acid in 120 mL of dichloromethane and the mixture is stirred for 30 minutes. Then 7 g (34.37 mmol) 4′-chlorobiphenyl-4-ylamine, dissolved in dichloromethane, is slowly added dropwise and the mixture is stirred for 2 hours at −8° C. The reaction mixture is then filtered through CELITE®E filter aid, washed again with methanol, and the filtrate is evaporated down. The purifi...